This data is from the Open Reaction Database (ORD), a public repository of structured organic reaction records. The task is: describe an organic reaction: reactants, conditions, products, and yield Reactants: Br, CC(=O)CC(C)C, CCN(C(C)C)C(C)C, Cc1nc(-c2ccc(CCCl)cc2)cs1, Cl, FC(F)(F)c1cccc(N2CCNCC2)c1, [I-], [Na+], [Na+], [Na+], O=C([O-])[O-]. The product is Cc1nc(-c2ccc(CCN3CCN(c4cccc(C(F)(F)F)c4)CC3)cc2)cs1. Reaction SMILES: [BrH:1].[CH3:51][C:52]([CH2:53][CH:54]([CH3:55])[CH3:56])=[O:57].[CH:34]([N:35]([CH:36]([CH3:37])[CH3:38])[CH2:39][CH3:40])([CH3:41])[CH3:42].[Cl:2][CH2:3][CH2:4][c:5]1[cH:6][cH:7][c:8](-[c:11]2[n:12][c:13]([CH3:16])[s:14][cH:15]2)[cH:9][cH:10]1.[ClH:17].[F:18][C:19]([c:20]1[cH:21][c:22]([N:26]2[CH2:27][CH2:28][NH:29][CH2:30][CH2:31]2)[cH:23][cH:24][cH:25]1)([F:32])[F:33].[I-:50].[Na+:43].[Na+:44].[Na+:49].[O-:45][C:46](=[O:47])[O-:48]>>[CH2:3]([CH2:4][c:5]1[cH:6][cH:7][c:8](-[c:11]2[n:12][c:13]([CH3:16])[s:14][cH:15]2)[cH:9][cH:10]1)[N:29]1[CH2:28][CH2:27][N:26]([c:22]2[cH:21][c:20]([C:19]([F:18])([F:32])[F:33])[cH:25][cH:24][cH:23]2)[CH2:31][CH2:30]1. Reactants: [OH-].[Na+] (sodium hydroxide), ClC(=O)OCC1=CC=CC=C1 (benzyl chloroformate), resultant mixture, COCN1C(C(CN(C2=C1C=CC=C2)C2=C(C=CC=C2)F)N)=O (1-Methoxymethyl-2-oxo-3-amino-5-(2-fluorophenyl)-1,3,4,5-tetrahydro-2H-1,5-benzodiazepine). Run in O1CCCC1 (tetrahydrofuran), O (Water), Br.C(C)(=O)O (hydrobromic acid acetic acid), O (water). Run at time 1 hour. Yields the product O=C1C(CN(C2=C(N1)C=CC=C2)C2=C(C=CC=C2)F)NC(=O)OCC2=CC=CC=C2 (2-oxo-3-benzyloxycarbonylamino-5-(2-fluorophenyl)-1,3,4,5-tetrahydro-2H-1,5-benzodiazepine). Yield: 40.7%. RXN SMILES: COC[N:4]1[C:10]2[CH:11]=[CH:12][CH:13]=[CH:14][C:9]=2[N:8]([C:15]2[CH:20]=[CH:19][CH:18]=[CH:17][C:16]=2[F:21])[CH2:7][CH:6]([NH2:22])[C:5]1=[O:23].[OH-].[Na+].Cl[C:27]([O:29][CH2:30][C:31]1[CH:36]=[CH:35][CH:34]=[CH:33][CH:32]=1)=[O:28]>Br.C(O)(=O)C.O.O1CCCC1>[O:23]=[C:5]1[NH:4][C:10]2[CH:11]=[CH:12][CH:13]=[CH:14][C:9]=2[N:8]([C:15]2[CH:20]=[CH:19][CH:18]=[CH:17][C:16]=2[F:21])[CH2:7][CH:6]1[NH:22][C:27]([O:29][CH2:30][C:31]1[CH:36]=[CH:35][CH:34]=[CH:33][CH:32]=1)=[O:28] |f:1.2,4.5|. Procedure details: 1-Methoxymethyl-2-oxo-3-amino-5-(2-fluorophenyl)-1,3,4,5-tetrahydro-2H-1,5-benzodiazepine (0.94 g) was dissolved in 25% hydrobromic acid-acetic acid solution (18 ml), the mixture was stirred for one hour. The reaction mixture was concentrated under reduced pressure, diethyl ether was add, the solid so precipitated was collected by filtration to give pale brown crystals. This crystals were suspended in water (5 ml), 1N aqueous sodium hydroxide (4.5 ml) and a solution of benzyl chloroformate (301 ... Reactants: NC1=CC=C2C(=N1)C(=CN2)C2CCN(CC2)C (5-amino-3-(1-methylpiperidin-4-yl)pyrrolo[3,2-b]pyridine), C(CCC)N=C=O (butyl isocyanate). The product is C(CCC)NC(=O)NC1=CC=C2C(=N1)C(=CN2)C2CCN(CC2)C (N-[butyl]-N'-[3-(1-methylpiperidin-4-yl)pyrrolo[3,2-b]pyridin-5-yl]urea). Yield: 78.5%. Reaction SMILES: [NH2:1][C:2]1[N:7]=[C:6]2[C:8]([CH:11]3[CH2:16][CH2:15][N:14]([CH3:17])[CH2:13][CH2:12]3)=[CH:9][NH:10][C:5]2=[CH:4][CH:3]=1.[CH2:18]([N:22]=[C:23]=[O:24])[CH2:19][CH2:20][CH3:21]>>[CH2:18]([NH:22][C:23]([NH:1][C:2]1[N:7]=[C:6]2[C:8]([CH:11]3[CH2:16][CH2:15][N:14]([CH3:17])[CH2:13][CH2:12]3)=[CH:9][NH:10][C:5]2=[CH:4][CH:3]=1)=[O:24])[CH2:19][CH2:20][CH3:21]. Procedure details: Beginning with 0.15 gm (0.65 mMol) 5-amino-3-(1-methylpiperidin-4-yl)pyrrolo[3,2-b]pyridine and 0.088 mL (0.78 mMol) butyl isocyanate, 0.168 gm (78%) of the title compound were recovered essentially by the procedure of Example 122. An analytical sample was crystallized from aqueous ethanol. Reactants: Br (hydrobromic acid), C(C1=CC=CC=C1)OCC1CC(C(C(O1)=O)C(C1=C(C=C(C=C1)Cl)[N+](=O)[O-])=O)=O (6-benzyloxymethyl-3-(4-chloro-2-nitrobenzoyl)tetrahydropyran-2,4-dione), C(C)(=O)O (acetic acid), ice water. The product is C(C)(=O)OCC1CC(C(C(O1)=O)C(C1=C(C=C(C=C1)Cl)[N+](=O)[O-])=O)=O (6-acetoxymethyl-3-(4-chloro-2-nitrobenzoyl) tetrahydropyran-2,4-dione). Reaction SMILES: Br.[CH2:2]([O:9][CH2:10][CH:11]1[O:16][C:15](=[O:17])[CH:14]([C:18](=[O:29])[C:19]2[CH:24]=[CH:23][C:22]([Cl:25])=[CH:21][C:20]=2[N+:26]([O-:28])=[O:27])[C:13](=[O:30])[CH2:12]1)[C:3]1C=CC=CC=1.C(O)(=[O:33])C>>[C:2]([O:9][CH2:10][CH:11]1[O:16][C:15](=[O:17])[CH:14]([C:18](=[O:29])[C:19]2[CH:24]=[CH:23][C:22]([Cl:25])=[CH:21][C:20]=2[N+:26]([O-:28])=[O:27])[C:13](=[O:30])[CH2:12]1)(=[O:33])[CH3:3]. Procedure details: To 7.7 ml of 25% acetic acid solution of hydrobromic acid was dissolved 2.40 g (5.7 mmole) of 6-benzyloxymethyl-3-(4-chloro-2-nitrobenzoyl)tetrahydropyran-2,4-dione, then this solution was reacted at room temperature for 5 hours. After the completion of the reaction, the mixture was poured into ice water, then extracted with chloroform. The organic solvent layer extracted was washed with water and saturated brine in turn, dried with magnesium sulfate, then the solvent was distilled therefrom. Th... Procedure: The title compound, off-white solid (34 mg, 62%), MS (ISP) m/z=443.5 [(M+H)+], was prepared in accordance with the general method of example 1 from Trans-4-[2-(4-Benzo[1,3]dioxol-4-yl-piperidin-1-yl)-ethyl]-cyclohexylamine hydrochloride (intermediate A) (50 mg, 0.124 mmol) and (R)-2-(tetrahydrofuran-2-yl)acetic acid Product: O1COC2=C1C=CC=C2C2CCN(CC2)CC[C@@H]2CC[C@H](CC2)NC(C[C@@H]2OCCC2)=O (Trans-N-{4-[2-(4-Benzo[1,3]dioxol-4-yl-piperidin-1-yl)-ethyl]-cyclohexyl}-2-(R)-tetrahydro-furan-2-yl-acetamide). Starting materials: solid, Cl.O1COC2=C1C=CC=C2C2CCN(CC2)CC[C@@H]2CC[C@H](CC2)N (Trans-4-[2-(4-Benzo[1,3]dioxol-4-yl-piperidin-1-yl)-ethyl]-cyclohexylamine hydrochloride), Cl.O1COC2=C1C=CC=C2C2CCN(CC2)CC[C@@H]2CC[C@H](CC2)N (Trans-4-[2-(4-Benzo[1,3]dioxol-4-yl-piperidin-1-yl)-ethyl]-cyclohexylamine hydrochloride), O1[C@H](CCC1)CC(=O)O ((R)-2-(tetrahydrofuran-2-yl)acetic acid). RXN SMILES: Cl.[O:2]1[C:6]2[CH:7]=[CH:8][CH:9]=[C:10]([CH:11]3[CH2:16][CH2:15][N:14]([CH2:17][CH2:18][C@H:19]4[CH2:24][CH2:23][C@H:22]([NH2:25])[CH2:21][CH2:20]4)[CH2:13][CH2:12]3)[C:5]=2[O:4][CH2:3]1.[O:26]1[CH2:30][CH2:29][CH2:28][C@@H:27]1[CH2:31][C:32](O)=[O:33]>>[O:2]1[C:6]2[CH:7]=[CH:8][CH:9]=[C:10]([CH:11]3[CH2:16][CH2:15][N:14]([CH2:17][CH2:18][C@H:19]4[CH2:20][CH2:21][C@H:22]([NH:25][C:32](=[O:33])[CH2:31][C@H:27]5[CH2:28][CH2:29][CH2:30][O:26]5)[CH2:23][CH2:24]4)[CH2:13][CH2:12]3)[C:5]=2[O:4][CH2:3]1 |f:0.1|. Reactants: CN(C(C1=CC=CC=C1)=O)CCN(C1=NC2=C(N1)C=CC(=C2)[N+](=O)[O-])C (N-methyl-N-[2-[methyl(5-nitro-1H-benzimidazol-2-yl)amino]ethyl]benzamide), O.O.Cl[Sn]Cl (SnCl2.2H2O), [OH-].[Na+] (NaOH). Run in CCO (EtOH). Conditions: time 8 hour. The product is CN(C(C1=CC=CC=C1)=O)CCN(C1=NC2=C(N1)C=CC(=C2)N)C (N-Methyl-N-[2-[methyl(5-amino-1H-benzimidazol-2-yl)amino]ethyl]benzamide). The yield is 94.1%. As a reaction SMILES: [CH3:1][N:2]([CH2:11][CH2:12][N:13]([CH3:26])[C:14]1[NH:18][C:17]2[CH:19]=[CH:20][C:21]([N+:23]([O-])=O)=[CH:22][C:16]=2[N:15]=1)[C:3](=[O:10])[C:4]1[CH:9]=[CH:8][CH:7]=[CH:6][CH:5]=1.O.O.Cl[Sn]Cl.[OH-].[Na+]>CCO>[CH3:1][N:2]([CH2:11][CH2:12][N:13]([CH3:26])[C:14]1[NH:18][C:17]2[CH:19]=[CH:20][C:21]([NH2:23])=[CH:22][C:16]=2[N:15]=1)[C:3](=[O:10])[C:4]1[CH:9]=[CH:8][CH:7]=[CH:6][CH:5]=1 |f:1.2.3,4.5|. Reported procedure: A mixture of N-methyl-N-[2-[methyl(5-nitro-1H-benzimidazol-2-yl)amino]ethyl]benzamide (1.30 g, 3.68 mmol) and SnCl2.2H2O (4.15 g, 18.39 mmol) in EtOH (15 mL) was heated under reflux for 1 hour. The mixture was cooled and made basic (pH8) with 2.5N NaOH. The precipitate was removed by filtration and the filtrate was concentrated. The residue was stirred with EtOAc (150 mL) overnight, dried (MgSO4), and concentrated to give 1.12 g (94%) of a green foam.